This data is from the Open Reaction Database (ORD), a public repository of structured organic reaction records. The task is: describe an organic reaction: reactants, conditions, products, and yield The reactants are [Li+].[OH-] (LiOH), CO (MeOH), O (water), O (water), ClC1=CC=C(CC2N(CCC(C2)C(=O)OC)C(=O)OC)C=C1 (Dimethyl 2-(4-chlorobenzyl)piperidine-1,4-dicarboxylate). The solvent is O1CCCC1 (tetrahydrofuran). Reaction conditions: time 8 hour. Product: ClC1=CC=C(CC2N(CCC(C2)C(=O)O)C(=O)OC)C=C1 (2-(4-chlorobenzyl)-1-(methoxycarbonyl)piperidine-4-carboxylic acid). The yield is 94.1%. RXN SMILES: [Cl:1][C:2]1[CH:22]=[CH:21][C:5]([CH2:6][CH:7]2[CH2:12][CH:11]([C:13]([O:15]C)=[O:14])[CH2:10][CH2:9][N:8]2[C:17]([O:19][CH3:20])=[O:18])=[CH:4][CH:3]=1.[Li+].[OH-].CO.O>O1CCCC1>[Cl:1][C:2]1[CH:3]=[CH:4][C:5]([CH2:6][CH:7]2[CH2:12][CH:11]([C:13]([OH:15])=[O:14])[CH2:10][CH2:9][N:8]2[C:17]([O:19][CH3:20])=[O:18])=[CH:21][CH:22]=1 |f:1.2|. Procedure: Dimethyl 2-(4-chlorobenzyl)piperidine-1,4-dicarboxylate (4.74 g, 14.55 mmol) was dissolved in tetrahydrofuran (15 mL) followed by addition of LiOH (0.430 g, 17.97 mmol), MeOH (10 mL) and water (10 mL). The reaction mixture was stirred at room temperature overnight. The solvents were evaporated and the residue was taken up in water. The pH was adjusted to <2 by addition of 2 M HCl. The product was poorly soluble and attempts to extract the aqueous phase with DCM and ethyl acetate failed. Instead ... The reactants are ClCCl, O=[Cr](=O)([O-])O[Cr](=O)(=O)[O-], O=[N+]([O-])c1ccc(F)cc1CO, c1cc[nH+]cc1, c1cc[nH+]cc1. Product: O=Cc1cc(F)ccc1[N+](=O)[O-]. Reaction SMILES: [Cl:34][CH2:35][Cl:36].[Cr:13]([O:14][Cr:15]([O-:16])(=[O:17])=[O:18])([O-:19])(=[O:20])=[O:21].[F:1][c:2]1[cH:3][cH:4][c:5]([N+:10](=[O:11])[O-:12])[c:6]([CH2:8][OH:9])[cH:7]1.[nH+:22]1[cH:23][cH:24][cH:25][cH:26][cH:27]1.[nH+:28]1[cH:29][cH:30][cH:31][cH:32][cH:33]1>>[F:1][c:2]1[cH:3][cH:4][c:5]([N+:10](=[O:11])[O-:12])[c:6]([CH:8]=[O:9])[cH:7]1. The reactants are C1(=CC=CC=C1)[SeH] (phenyl selenol), C(=O)([O-])[O-].[K+].[K+] (K2CO3), aryl iodides, IC1=C(N)C=CC=C1 (o-iodoaniline), aryl halide, selenide, IC1=C(N)C=CC=C1 (o-iodoaniline), [O-]P(=O)([O-])[O-].[K+].[K+].[K+] (K3PO4), aryl iodides, iodides. The product is NC1=C(C=CC=C1)[Se]C1=CC=CC=C1 (1-amino-2-phenylselanyl-benzene). Isolated yield 60.0%. Reaction SMILES: [C:1]1([SeH:7])[CH:6]=[CH:5][CH:4]=[CH:3][CH:2]=1.I[C:9]1[CH:15]=[CH:14][CH:13]=[CH:12][C:10]=1[NH2:11].[O-]P([O-])([O-])=O.[K+].[K+].[K+].C([O-])([O-])=O.[K+].[K+]>>[NH2:11][C:10]1[CH:12]=[CH:13][CH:14]=[CH:15][C:9]=1[Se:7][C:1]1[CH:6]=[CH:5][CH:4]=[CH:3][CH:2]=1 |f:2.3.4.5,6.7.8|. Procedure: Using this protocol (see example 4 below), phenyl selenol was coupled with electron-rich aryl iodides in very good yields (Table 5). Sterically hindered iodides such as those with ortho-functionalities (entries 3, 5, 7 and 11), were coupled, as well as aryl iodides containing heteroatoms (entry 8 and 10). When o-iodoaniline was used as the aryl halide, in addition to the desired selenide, products were observed arising from the self-coupling of o-iodoaniline. This problem also persisted with K3P... The reactants are [BH4-].[Na+] (sodium borohydride), ClC1=CC=C(C=C1)C1=C(C=CC=C1)C(C)=O (1-(4′-Chloro-biphenyl-2-yl)-ethanone), C1COC2(CCNCC2)O1 (4-piperidone ethylene ketal), C(C)O (ethanol). Reagents/catalysts: CC([O-])C.[Ti+4].CC([O-])C.CC([O-])C.CC([O-])C (titanium (IV) isopropoxide). Solvent: C(C)(=O)OCC (ethyl acetate). Run at temperature 75 celsius, time 18 hour. Yields the product ClC1=CC=C(C=C1)C1=C(C=CC=C1)C(C)N1CCC2(OCCO2)CC1 (8-[1-(4′-Chloro-biphenyl-2-yl)-ethyl]-1,4-dioxa-8-aza-spiro[4.5]decane). The yield is 95.8%. RXN SMILES: [Cl:1][C:2]1[CH:7]=[CH:6][C:5]([C:8]2[CH:13]=[CH:12][CH:11]=[CH:10][C:9]=2[C:14](=O)[CH3:15])=[CH:4][CH:3]=1.[CH2:17]1[O:26][C:20]2([CH2:25][CH2:24][NH:23][CH2:22][CH2:21]2)[O:19][CH2:18]1.C(O)C.[BH4-].[Na+]>C(OCC)(=O)C.CC(C)[O-].[Ti+4].CC(C)[O-].CC(C)[O-].CC(C)[O-]>[Cl:1][C:2]1[CH:7]=[CH:6][C:5]([C:8]2[CH:13]=[CH:12][CH:11]=[CH:10][C:9]=2[CH:14]([N:23]2[CH2:24][CH2:25][C:20]3([O:26][CH2:17][CH2:18][O:19]3)[CH2:21][CH2:22]2)[CH3:15])=[CH:4][CH:3]=1 |f:3.4,6.7.8.9.10|. Procedure: To a mixture of 1-(4′-Chloro-biphenyl-2-yl)-ethanone (2.42 g, 10.5 mmol) and 4-piperidone ethylene ketal (1.50 g, 10.5 mmol) and titanium (IV) isopropoxide (5.96 g, 21.0 mmol) is heated up to 75° C. for 3 hours. The reaction is then cooled to room temperature and is added 50 mL of ethanol followed by sodium borohydride (1.19 g, 31.5 mmol) the reaction is then stirred for 18 hours at room temperature and then quench with 50 mL of methanol. The crude reaction is then dissolved in ethyl acetate and... Starting materials: ClC1=CC=2C(C=3C(=NC(=C(N3)C#N)C#N)C2C=C1)=O (7-Chloro-9-oxo-9H-indeno[1,2-b]pyrazine-2,3-dicarbonitrile), Cl.NNC(=O)N (semicarbazide hydrochloride). Run in C(C)#N (acetonitrile). Yields the product NC(=O)NN=C1C=2C=C(C=CC2C2=NC(=C(N=C21)C#N)C#N)Cl (9-[(aminocarbonyl)hydrazono]-7-chloro-9H-indeno[1,2-b]pyrazine-2,3-dicarbonitrile), crystals. Yield: 90.0%. RXN SMILES: [Cl:1][C:2]1[CH:18]=[CH:17][C:16]2[C:7]3=[N:8][C:9]([C:14]#[N:15])=[C:10]([C:12]#[N:13])[N:11]=[C:6]3[C:5](=O)[C:4]=2[CH:3]=1.Cl.[NH2:21][NH:22][C:23]([NH2:25])=[O:24]>C(#N)C>[NH2:25][C:23]([NH:22][N:21]=[C:5]1[C:6]2[C:7](=[N:8][C:9]([C:14]#[N:15])=[C:10]([C:12]#[N:13])[N:11]=2)[C:16]2[CH:17]=[CH:18][C:2]([Cl:1])=[CH:3][C:4]1=2)=[O:24] |f:1.2|. Procedure: A mixture of 600 mg (2.25 mmol) 17g and 329 mg (2.92 mmol) semicarbazide hydrochloride in 20 ml acetonitrile was heated 14 h under reflux. After that time, TLC indicated complete conversion of the starting product. After evaporation of the solvent, the crude product was recrystallised from aqueous ethanol, and compound 43 was obtained in slightly greenish crystals (90%). 1H-NMR (d6-DMSO, 400 MHz): δ (ppm)=7.40 (sl, 1H); 7.70 (sl, 1H); 7.71 (d, J=8 Hz, 1H); 8.17 (d, J=8 Hz, 1H); 8.89 (s, 1H); 10.... Reactants: CCOC(=O)CC(=O)c1ccccc1, Cc1ccccc1, [Na+], O=C([O-])O, O, O=S(=O)(Cl)Cl. The product is CCOC(=O)C(Cl)C(=O)c1ccccc1. Reaction SMILES: [C:6]([c:7]1[cH:8][cH:9][cH:10][cH:11][cH:12]1)(=[O:13])[CH2:14][C:15](=[O:16])[O:17][CH2:18][CH3:19].[CH3:26][c:27]1[cH:28][cH:29][cH:30][cH:31][cH:32]1.[Na+:25].[O-:21][C:22]([OH:23])=[O:24].[OH2:20].[S:1]([Cl:2])(=[O:3])([Cl:4])=[O:5]>>[Cl:4][CH:14]([C:6]([c:7]1[cH:8][cH:9][cH:10][cH:11][cH:12]1)=[O:13])[C:15](=[O:16])[O:17][CH2:18][CH3:19]. Reactants: BrCC=1OC(OC1C)=O (4-(bromomethyl)-5-methyl-1,3-dioxol-2-one), O[C@H](C)[C@@H]1[C@H]2CC(=C(N2C1=O)C(=O)[O-])C1=CC(=CC=C1)CO.[Na+] (sodium (5R,6S)-6-[(1R)-1-hydroxyethyl]-3-[3-(hydroxymethyl)phenyl]-7-oxo-1-azabicyclo[3.2.0]hept-2-ene-2-carboxylate), ice water. Solvent: CN(C)C=O (DMF). Conditions: temperature 0 celsius, time 1 hour. The product is O[C@H](C)[C@@H]1[C@H]2CC(=C(N2C1=O)C(=O)OCC=1OC(OC1C)=O)C1=CC(=CC=C1)CO ((5-methyl-2-oxo-1,3-dioxo1-4-yl)methyl (5R,6S)-6-[(1R)-1-hydroxyethyl]-3-[3-(hydroxymethyl)phenyl]-7-oxo-1-azabicyclo[3.2.0]hept-2-ene-2-carboxylate). The yield is 30.3%. Reaction SMILES: [OH:1][C@@H:2]([C@H:4]1[C:10](=[O:11])[N:9]2[C@@H:5]1[CH2:6][C:7]([C:15]1[CH:20]=[CH:19][CH:18]=[C:17]([CH2:21][OH:22])[CH:16]=1)=[C:8]2[C:12]([O-:14])=[O:13])[CH3:3].[Na+].Br[CH2:25][C:26]1[O:27][C:28](=[O:32])[O:29][C:30]=1[CH3:31]>CN(C=O)C>[OH:1][C@@H:2]([C@H:4]1[C:10](=[O:11])[N:9]2[C@@H:5]1[CH2:6][C:7]([C:15]1[CH:20]=[CH:19][CH:18]=[C:17]([CH2:21][OH:22])[CH:16]=1)=[C:8]2[C:12]([O:14][CH2:25][C:26]1[O:27][C:28](=[O:32])[O:29][C:30]=1[CH3:31])=[O:13])[CH3:3] |f:0.1|. Procedure: Sodium (5R,6S)-6-[(1R)-1-hydroxyethyl]-3-[3-(hydroxymethyl)phenyl]-7-oxo-1-azabicyclo[3.2.0]hept-2-ene-2-carboxylate (160 mg) prepared by example 4 was dissolved in DMF (2.0 ml), and thereto 4-(bromomethyl)-5-methyl-1,3-dioxol-2-one (143 mg) was added at 0° C. The mixture was stirred at 0° C. for 1 hour and then thereto ice water was added. The mixture was extracted with ethyl acetate. The organic layer was washed three times with a cold saturated aqueous sodium chloride solution, followed by a ...